The task is: describe an organic reaction: reactants, conditions, products, and yield. This data is from the Open Reaction Database (ORD), a public repository of structured organic reaction records. The reactants are [Li+].[BH4-] (LiBH4), C(C)OC(CC1=CC(=C(C=C1)C#N)OC)=O (ethyl(4-cyano-3-methoxyphenyl)acetate), O (Water). Solvent: C1CCOC1 (THF). Conditions: time 12 hour. Product: OCCC1=CC(=C(C#N)C=C1)OC (4-(2-hydroxyethyl)-2-methoxybenzonitrile). RXN SMILES: [Li+].[BH4-].C([O:5][C:6](=O)[CH2:7][C:8]1[CH:13]=[CH:12][C:11]([C:14]#[N:15])=[C:10]([O:16][CH3:17])[CH:9]=1)C.O>C1COCC1>[OH:5][CH2:6][CH2:7][C:8]1[CH:13]=[CH:12][C:11]([C:14]#[N:15])=[C:10]([O:16][CH3:17])[CH:9]=1 |f:0.1|. Procedure details: LiBH4 (1.7 mL, 3.4 mmol, 2 M in THF) was added to a stirred solution of ethyl(4-cyano-3-methoxyphenyl)acetate (0.50 g, 2.4 mmol) in THF (25 mL) at 0° C. The resulting solution was stirred for 12 h. Water (15 ml) was added, and the resulting solution was extracted with dichloromethane (2×50 ml). The combined organic layers were dried over MgSO4, filtered, and evaporated under reduced pressure. The residue was purified by column chromatography eluting with EtOAc-Hexanes (7:3→1:1) to give 4-(2-hydr...